This data is from the Open Reaction Database (ORD), a public repository of structured organic reaction records. The task is: describe an organic reaction: reactants, conditions, products, and yield The solvent is O (H2O), O (H2O), O (H2O), O (H2O). Starting materials: C1=C(C=CC2=CC=CC=C12)C1=C(CBr)C=CC=C1 (2-(2-Naphthyl)benzyl bromide), [OH-].[K+] (KOH), CC(C(=O)OCC)C(=O)OCC (diethyl methylmalonate). Procedure details: 70 g (0.37 mmol) of diethyl methylmalonate dissolved in 50 cm3 of H2O-free EtOH were added dropwise at room temperature to 8.5 g (0.37 mmol) of sodium in 100 cm3 of H2O-free EtOH. 110 g (0.37 mmol) of 26 in 200 cm3 of H2O-free EtOH were subsequently added dropwise, and the mixture was refluxed for 3 hours. 62 g (1.1 mol) of KOH dissolved in 100 cm3 of H2O were added at room temperature, and the mixture was refluxed for a further 4 hours. The solvent was removed in vacuo, H2O was added to the res... RXN SMILES: [CH3:1][CH:2]([C:8](OCC)=O)[C:3]([O:5]CC)=[O:4].[CH:13]1[C:22]2[C:17](=[CH:18][CH:19]=[CH:20][CH:21]=2)[CH:16]=[CH:15][C:14]=1[C:23]1[CH:30]=[CH:29][CH:28]=[CH:27][C:24]=1CBr.[OH-].[K+]>O.[Na]>[CH:13]1[C:22]2[C:17](=[CH:18][CH:19]=[CH:20][CH:21]=2)[CH:16]=[CH:15][C:14]=1[C:23]1[CH:30]=[CH:29][CH:28]=[CH:27][C:24]=1[CH2:8][CH:2]([CH3:1])[C:3]([OH:5])=[O:4] |f:2.3,^1:33|. Yield: 83774.2%. Run at temperature 130 celsius. The reagents and catalysts are [Na] (sodium). Product: C1=C(C=CC2=CC=CC=C12)C1=C(CC(C(=O)O)C)C=CC=C1 ((±)-2-(2-(2-naphthyl)benzyl)propionic acid). Reactants: C1COCCN1, COc1cc2c(=O)[nH]cnc2cc1OCCCCl, CO, CCC(C)O. Yields the product COc1cc2c(=O)[nH]cnc2cc1OCCCN1CCOCC1. RXN SMILES: [CH2:19]1[CH2:20][O:21][CH2:22][CH2:23][NH:24]1.[CH3:1][O:2][c:3]1[cH:4][c:5]2[c:6](=[O:18])[nH:7][cH:8][n:9][c:10]2[cH:11][c:12]1[O:13][CH2:14][CH2:15][CH2:16][Cl:17].[CH3:30][OH:31].[CH:25]([OH:26])([CH2:27][CH3:28])[CH3:29]>>[CH3:1][O:2][c:3]1[cH:4][c:5]2[c:6](=[O:18])[nH:7][cH:8][n:9][c:10]2[cH:11][c:12]1[O:13][CH2:14][CH2:15][CH2:16][N:24]1[CH2:19][CH2:20][O:21][CH2:22][CH2:23]1. The product is ClC=1C=C(CN2C(=CC3=CC=CC=C23)C(=O)NS(=O)(=O)C2=CC=CC=C2)C=CC1Cl (1-(3,4-Dichlorobenzyl)-N-(phenylsulphonyl)indole-2-carboxamide). Starting materials: ClC=1C=C(CN2C(=CC3=CC=CC=C23)C(=O)O)C=CC1Cl (N-(3,4-dichlorobenzyl)indole-2-carboxylic acid), 1-ethyl-3-(3-dimethylaniinopropyl)carbodiimide hydrochloride, Cl (HCl), C1(=CC=CC=C1)S(=O)(=O)N (benzenesulphonamide), CN(C)C1=NC=CC=C1 (dimethylaminopyridine). Reaction conditions: time 24 hour. Solvent: ClCCl (dichloromethane). Yield: 37.0%. As a reaction SMILES: [Cl:1][C:2]1[CH:3]=[C:4]([CH:18]=[CH:19][C:20]=1[Cl:21])[CH2:5][N:6]1[C:14]2[C:9](=[CH:10][CH:11]=[CH:12][CH:13]=2)[CH:8]=[C:7]1[C:15]([OH:17])=O.[C:22]1([S:28]([NH2:31])(=[O:30])=[O:29])[CH:27]=[CH:26][CH:25]=[CH:24][CH:23]=1.CN(C1C=CC=CN=1)C.Cl>ClCCl>[Cl:1][C:2]1[CH:3]=[C:4]([CH:18]=[CH:19][C:20]=1[Cl:21])[CH2:5][N:6]1[C:14]2[C:9](=[CH:10][CH:11]=[CH:12][CH:13]=2)[CH:8]=[C:7]1[C:15]([NH:31][S:28]([C:22]1[CH:27]=[CH:26][CH:25]=[CH:24][CH:23]=1)(=[O:30])=[O:29])=[O:17]. Procedure details: A solution of N-(3,4-dichlorobenzyl)indole-2-carboxylic acid (0.23 g), benzenesulphonamide (129 mg), dimethylaminopyridine (0.22 g) and 1-ethyl-3-(3-dimethylaniinopropyl)carbodiimide hydrochloride (0.19 g) in dichloromethane was allowed to stir for 24 hours at room temperature. 2N HCl was added and the reaction stirred vigorously for 2 hours, then extracted with dichloromethane. Combined organic extracts were dried (MgSO4) and concentrated to yield the desired end product as a white crystalline ... Starting materials: NC1=C(OC2(CCCCC2)C(C(=O)O)N(CC2=CC=CC=C2)CC2=CC=CC=C2)C=CC=C1 (2-(1-(2-Aminophenoxyl)cyclohexyl)-2-(dibenzylamino)acetic acid), C=1C=CC2=C(C1)N=NN2O (HOBT), O (H2O), CCN=C=NCCCN(C)C (EDCI). Run in CN(C)C=O (DMF), CCOC(=O)C (EtOAc). The product is C(C1=CC=CC=C1)N(C1C(NC2=C(OC13CCCCC3)C=CC=C2)=O)CC2=CC=CC=C2 (3-(dibenzylamino)-3H-spiro[benzo[b][1,4]oxazepine-2,1′-cyclohexan]-4 (5H)-one). Yield: 63.4%. RXN SMILES: [NH2:1][C:2]1[CH:33]=[CH:32][CH:31]=[CH:30][C:3]=1[O:4][C:5]1([CH:11]([N:15]([CH2:23][C:24]2[CH:29]=[CH:28][CH:27]=[CH:26][CH:25]=2)[CH2:16][C:17]2[CH:22]=[CH:21][CH:20]=[CH:19][CH:18]=2)[C:12](O)=[O:13])[CH2:10][CH2:9][CH2:8][CH2:7][CH2:6]1.C1C=CC2N(O)N=NC=2C=1.O.CCN=C=NCCCN(C)C>CN(C=O)C.CCOC(C)=O>[CH2:23]([N:15]([CH2:16][C:17]1[CH:22]=[CH:21][CH:20]=[CH:19][CH:18]=1)[CH:11]1[C:5]2([CH2:10][CH2:9][CH2:8][CH2:7][CH2:6]2)[O:4][C:3]2[CH:30]=[CH:31][CH:32]=[CH:33][C:2]=2[NH:1][C:12]1=[O:13])[C:24]1[CH:25]=[CH:26][CH:27]=[CH:28][CH:29]=1. Procedure details: A mixture of 2-(1-(2-Aminophenoxyl)cyclohexyl)-2-(dibenzylamino)acetic acid (0.6365 g, 1.43 mmol, Eq: 1.00), HOBT.H2O (307 mg, 2.00 mmol, Eq: 1.4) and EDCI (274 mg, 1.43 mmol, Eq: 1.00) in DMF (12 mL) were stirred at RT for 1 h and the mixture was diluted with EtOAc. The mixture was washed with sat. NaHCO3, brine, dried over Na2SO4 and concentrated. The residue was purified by flash chromatography to afford 3-(dibenzylamino)-3H-spiro[benzo[b][1,4]oxazepine-2,1′-cyclohexan]-4 (5H)-one as an off-w... Starting materials: NC(=O)c1cc(OCc2ccccc2)ccc1N, CCCO, ClCCN1CCN(c2ccccc2)CC1, Cl, Cl. Product: NC(=O)c1cc(OCc2ccccc2)ccc1NCCN1CCN(c2ccccc2)CC1. Reaction SMILES: [CH2:18]([c:19]1[cH:20][cH:21][cH:22][cH:23][cH:24]1)[O:25][c:26]1[cH:27][cH:28][c:29]([NH2:35])[c:30]([C:31](=[O:32])[NH2:33])[cH:34]1.[CH2:36]([OH:37])[CH2:38][CH3:39].[Cl:3][CH2:4][CH2:5][N:6]1[CH2:7][CH2:8][N:9]([c:12]2[cH:13][cH:14][cH:15][cH:16][cH:17]2)[CH2:10][CH2:11]1.[ClH:1].[ClH:2]>>[CH2:4]([CH2:5][N:6]1[CH2:7][CH2:8][N:9]([c:12]2[cH:13][cH:14][cH:15][cH:16][cH:17]2)[CH2:10][CH2:11]1)[NH:35][c:29]1[cH:28][cH:27][c:26]([O:25][CH2:18][c:19]2[cH:20][cH:21][cH:22][cH:23][cH:24]2)[cH:34][c:30]1[C:31](=[O:32])[NH2:33]. The reactants are C(C)(=O)OC(CC(=CC(C(=O)OCC)NC=O)CP(=O)(OC(C)C)OC(C)C)C (ethyl 6-acetoxy-2-formylamino-4-diisopropylphosphonomethyl-hept-3-enoate), C[Si](Br)(C)C (trimethylbromosilane). Run in C(C)O (ethanol). Conditions: temperature 0 celsius, time 24 hour. The product is NC(C(=O)OCC)C=C(CC(C)O)CP(=O)(O)O (ethyl 2-amino-6-hydroxy-4-phosphonomethyl-hept-3-enoate). RXN SMILES: C([O:4][CH:5]([CH3:29])[CH2:6][C:7]([CH2:18][P:19]([O:25]C(C)C)([O:21]C(C)C)=[O:20])=[CH:8][CH:9]([NH:15]C=O)[C:10]([O:12][CH2:13][CH3:14])=[O:11])(=O)C.C[Si](C)(C)Br>C(O)C>[NH2:15][CH:9]([CH:8]=[C:7]([CH2:18][P:19]([OH:25])([OH:21])=[O:20])[CH2:6][CH:5]([OH:4])[CH3:29])[C:10]([O:12][CH2:13][CH3:14])=[O:11]. Procedure details: 11.5 g (26.4 mmol) of ethyl 6-acetoxy-2-formylamino-4-diisopropylphosphonomethyl-hept-3-enoate are dissolved in 70 ml of abs. CH2C12 and to this solution are added 13.7 ml (105.6 mmol) of trimethylbromosilane. The reaction mixture is allowed to stand for 24 hours at room temperature and, after addition of 70 ml of abs. ethanol, allowed to stand again for 24 hours. The reaction mixture is concentrated by evaporation and the residue is dissolved in 70 ml of ethanol. A mixture of 70 ml of propylene... Starting materials: C(C)(C)(C)SC1=NC(=C(C=C1NCC1=CC2=CC=CC=C2C=C1)CC)C (2-tert-butylthio-5-ethyl-6-methyl-3-(2-napthylmethylamino)pyridine), Cl.N1=CC=CC=C1 (pyridine hydrochloride). Solvent: O (Water). Run at temperature 140 celsius. Product: C(C)C=1C=C(C(NC1C)=S)NCC1=CC2=CC=CC=C2C=C1 (5-ethyl-6-methyl-3-(2-napthylmethylamino)-2-(1H)-pyridinthione). Yield: 38.4%. As a reaction SMILES: C([S:5][C:6]1[C:11]([NH:12][CH2:13][C:14]2[CH:23]=[CH:22][C:21]3[C:16](=[CH:17][CH:18]=[CH:19][CH:20]=3)[CH:15]=2)=[CH:10][C:9]([CH2:24][CH3:25])=[C:8]([CH3:26])[N:7]=1)(C)(C)C.Cl.N1C=CC=CC=1>O>[CH2:24]([C:9]1[CH:10]=[C:11]([NH:12][CH2:13][C:14]2[CH:23]=[CH:22][C:21]3[C:16](=[CH:17][CH:18]=[CH:19][CH:20]=3)[CH:15]=2)[C:6](=[S:5])[NH:7][C:8]=1[CH3:26])[CH3:25] |f:1.2|. Reported procedure: A mixture of 2-tert-butylthio-5-ethyl-6-methyl-3-(2-napthylmethylamino)pyridine (98 mg, 0.27 mmol) and pyridine hydrochloride (0.45 g, 3.8 mmol) was heated under an atmosphere of nitrogen at 140° C. until evolution of gas ceased (about 45 minutes). Water was added and the resultant mixture was extracted three times with chloroform. The organic extracts were combined, dried over anhydrous sodium sulfate, filtered and concentrated under reduced pressure (15 torr). The residue was then subjected to...